From a dataset of the Open Reaction Database (ORD), a public repository of structured organic reaction records. describe an organic reaction: reactants, conditions, products, and yield Reactants: FC1=C(C#N)C=C(C=C1)S(=O)(=O)N1[C@@H](CN(CC1)C1=C(C=C(C=C1)F)C(F)(F)F)C (2-fluoro-5-({(2R)-4-[4-fluoro-2-(trifluoromethyl)phenyl]-2-methylpiperazin-1-yl}sulfonyl)benzonitrile), [OH-].[Na+] (NaOH), C(=O)(C(F)(F)F)O.OS(=O)(=O)O (TFA H2SO4), ice. Reaction conditions: time 5 day. Product: FC1=C(C(=O)N)C=C(C=C1)S(=O)(=O)N1[C@@H](CN(CC1)C1=C(C=C(C=C1)F)C(F)(F)F)C (2-fluoro-5-({(2R)-4-[4-fluoro-2-(trifluoromethyl)phenyl]-2-methylpiperazin-1-yl}sulfonyl)benzamide). The yield is 58.4%. Reaction SMILES: [F:1][C:2]1[CH:9]=[CH:8][C:7]([S:10]([N:13]2[CH2:18][CH2:17][N:16]([C:19]3[CH:24]=[CH:23][C:22]([F:25])=[CH:21][C:20]=3[C:26]([F:29])([F:28])[F:27])[CH2:15][C@H:14]2[CH3:30])(=[O:12])=[O:11])=[CH:6][C:3]=1[C:4]#[N:5].C(O)(C(F)(F)F)=[O:32].OS(O)(=O)=O.[OH-].[Na+]>>[F:1][C:2]1[CH:9]=[CH:8][C:7]([S:10]([N:13]2[CH2:18][CH2:17][N:16]([C:19]3[CH:24]=[CH:23][C:22]([F:25])=[CH:21][C:20]=3[C:26]([F:27])([F:29])[F:28])[CH2:15][C@H:14]2[CH3:30])(=[O:12])=[O:11])=[CH:6][C:3]=1[C:4]([NH2:5])=[O:32] |f:1.2,3.4|. Procedure: To a flask containing 2-fluoro-5-({(2R)-4-[4-fluoro-2-(trifluoromethyl)phenyl]-2-methylpiperazin-1-yl}sulfonyl)benzonitrile (399 mg, 0.90 mmol) was added a mixture of TFA/H2SO4 (4 mL, 2/2 v/v). The reaction mixture was stirred at room temperature for 5 days. Reaction was complete as determined by TLC. Slowly poured the reaction mixture to the ice, then neutralized the reaction mixture with 3N NaOH until pH=7-8, extracted with EtOAc (2×150 mL). The combined organic layer washed with sat. brine an...